From a dataset of the Open Reaction Database (ORD), a public repository of structured organic reaction records. describe an organic reaction: reactants, conditions, products, and yield Reactants: CC(=O)c1ccc(S(=O)(=O)NCC(=O)O)cc1, C[O-], CO, [Li+], COc1cc(OC)c(C=O)cc1C#Cc1ccccc1N, CN(C)C=O. Product: COc1cc(OC)c(C=CC(=O)c2ccc(S(=O)(=O)NCC(=O)O)cc2)cc1C#Cc1ccccc1N. RXN SMILES: [C:1]([CH3:2])(=[O:3])[c:4]1[cH:5][cH:6][c:7]([S:10](=[O:11])(=[O:12])[NH:13][CH2:14][C:15](=[O:16])[OH:17])[cH:8][cH:9]1.[CH3:18][O-:19].[CH3:47][OH:48].[Li+:20].[NH2:21][c:22]1[c:23]([C:28]#[C:29][c:30]2[c:31]([O:40][CH3:41])[cH:32][c:33]([O:38][CH3:39])[c:34]([CH:35]=[O:36])[cH:37]2)[cH:24][cH:25][cH:26][cH:27]1.[O:42]=[CH:43][N:44]([CH3:45])[CH3:46]>>[C:1]([CH:2]=[CH:35][c:34]1[c:33]([O:38][CH3:39])[cH:32][c:31]([O:40][CH3:41])[c:30]([C:29]#[C:28][c:23]2[c:22]([NH2:21])[cH:27][cH:26][cH:25][cH:24]2)[cH:37]1)(=[O:3])[c:4]1[cH:5][cH:6][c:7]([S:10](=[O:11])(=[O:12])[NH:13][CH2:14][C:15](=[O:16])[OH:17])[cH:8][cH:9]1. Reactants: [N+](=O)([O-])C=1C=C2C(=C(C(=NC2=CC1)C(=O)OCC)C(=O)OCC)O (diethyl 6-nitro-4-hydroxy-quinoline-2,3-dicarboxylate), C1(=CC=CC=C1)NN (phenyl hydrazine). Run in C(C)O (ethanol), C(C)O (ethanol). Product: NN (hydrazine), OC1=NN(C(C2=C1NC=1C=CC(=CC1C2=O)[N+](=O)[O-])=O)C2=CC=CC=C2 (4-hydroxy-8-nitro-2-phenyl-1,2,5,10-tetrahydropyridazino[4,5-b]quinoline-1,10-dione). RXN SMILES: [N+:1]([C:4]1[CH:5]=[C:6]2[C:11](=[CH:12][CH:13]=1)[N:10]=[C:9]([C:14]([O:16]CC)=O)[C:8]([C:19]([O:21]CC)=O)=[C:7]2[OH:24])([O-:3])=[O:2].[C:25]1([NH:31][NH2:32])[CH:30]=[CH:29][CH:28]=[CH:27][CH:26]=1>C(O)C>[NH2:31][NH2:32].[OH:16][C:14]1[C:9]2[NH:10][C:11]3[CH:12]=[CH:13][C:4]([N+:1]([O-:3])=[O:2])=[CH:5][C:6]=3[C:7](=[O:24])[C:8]=2[C:19](=[O:21])[N:31]([C:25]2[CH:30]=[CH:29][CH:28]=[CH:27][CH:26]=2)[N:32]=1. Procedure: To a stirred suspension of diethyl 6-nitro-4-hydroxy-quinoline-2,3-dicarboxylate (1.670 g, 5.00 mM) in ethanol (30 mL) was added phenyl hydrazine (3.44 mL, 35.00 mM) to give a deep red solution. The solution was heated to reflux for 1 hour and concentrated to about 15 mL. Continued heating gave a thick suspension which was diluted with ethanol (5 mL) and refluxed for 16 additional hours. The mixture was cooled to room temperature and filtered to give thephenyl hydrazine salt of the title compoun...